From a dataset of the Open Reaction Database (ORD), a public repository of structured organic reaction records. describe an organic reaction: reactants, conditions, products, and yield The reactants are CCOC(=O)CC(=O)OCC, [H-], FC(F)(F)C(F)(F)C(F)(F)C(F)(F)CCI, [Na+], C1CCOC1, O. Yields the product CCOC(=O)C(CCC(F)(F)C(F)(F)C(F)(F)C(F)(F)F)C(=O)OCC. Reaction SMILES: [C:3]([CH2:4][C:5](=[O:6])[O:7][CH2:8][CH3:9])(=[O:10])[O:11][CH2:12][CH3:13].[H-:1].[I:14][CH2:15][CH2:16][C:17]([C:18]([C:19]([C:20]([F:21])([F:22])[F:23])([F:24])[F:25])([F:26])[F:27])([F:28])[F:29].[Na+:2].[O:31]1[CH2:32][CH2:33][CH2:34][CH2:35]1.[OH2:30]>>[C:3]([CH:4]([C:5](=[O:6])[O:7][CH2:8][CH3:9])[CH2:15][CH2:16][C:17]([C:18]([C:19]([C:20]([F:21])([F:22])[F:23])([F:24])[F:25])([F:26])[F:27])([F:28])[F:29])(=[O:10])[O:11][CH2:12][CH3:13].